The task is: describe an organic reaction: reactants, conditions, products, and yield. This data is from the Open Reaction Database (ORD), a public repository of structured organic reaction records. Starting materials: OCC(CCC(O)C1=CC=C(C=C1)OCC)CCCCC (4-hydroxymethyl-1-p-ethoxyphenyl-1-nonanol), C(CCCC)C(C(=O)OCC)C(=O)OCC (diethyl 2-pentylmalonate), BrCCC(=O)OCC (ethyl 3-bromopropionate), C(=O)(OCC)C(C(=O)OCC)(CCC(=O)OCC)CCCCC (diethyl 2-carboethoxy-2-pentylglutarate). Yields the product C(CCCC)C(C(=O)O)CCC(=O)O (2-pentylglutaric acid). RXN SMILES: OCC(CCCCC)CCC(C1C=CC(OCC)=CC=1)O.C(C(C(OCC)=O)C(OCC)=O)CCCC.BrCCC(OCC)=O.[C:46]([C:51]([CH2:64][CH2:65][CH2:66][CH2:67][CH3:68])([CH2:57][CH2:58][C:59]([O:61]CC)=[O:60])C(OCC)=O)([O:48]CC)=[O:47]>>[CH2:64]([CH:51]([CH2:57][CH2:58][C:59]([OH:61])=[O:60])[C:46]([OH:48])=[O:47])[CH2:65][CH2:66][CH2:67][CH3:68]. Reported procedure: A solution of 29.4 g of 4-hydroxymethyl-1-p-ethoxyphenyl-1-nonanol [obtainable by reaction of diethyl 2-pentylmalonate (boiling point 127°/13 mbar) with ethyl 3-bromopropionate to give diethyl 2-carboethoxy-2-pentylglutarate (boiling point 160°/0.4 mbar), hydrolysis and decarboxylation to give 2-pentylglutaric acid, heating to form the anhydride (boiling point 120°/0.7 mbar), reaction with phenetol/AlCl3 to give 4-p-ethoxybenzoyl-2-pentylbutyric acid (m.p. 61°) and reduction with LiAlH4 ] and 1 ... Reactants: CC(=O)SCC1CCCCCCC(C(=O)O)NC1=O, ClCCl, CN1CCOCC1, CCOC(=O)Cl, C1CCOC1. The product is CC(=O)SCC1CCCCCCC(C(N)=O)NC1=O. RXN SMILES: [C:1]([CH3:2])(=[O:3])[S:4][CH2:5][CH:6]1[C:7](=[O:19])[NH:8][CH:9]([C:16](=[O:17])[OH:18])[CH2:10][CH2:11][CH2:12][CH2:13][CH2:14][CH2:15]1.[CH2:38]([Cl:39])[Cl:40].[CH3:20][N:21]1[CH2:22][CH2:23][O:24][CH2:25][CH2:26]1.[Cl:27][C:28]([O:29][CH2:30][CH3:31])=[O:32].[O:33]1[CH2:34][CH2:35][CH2:36][CH2:37]1>>[C:1]([CH3:2])(=[O:3])[S:4][CH2:5][CH:6]1[C:7](=[O:19])[NH:8][CH:9]([C:16](=[O:17])[NH2:21])[CH2:10][CH2:11][CH2:12][CH2:13][CH2:14][CH2:15]1. Starting materials: CCCCOc1ccc(NC(=O)N(C)c2cccc(-c3ccc(CCC(=O)OCC)cc3)c2)cc1, CO, [Na+], C1CCOC1, [OH-]. The product is CCCCOc1ccc(NC(=O)N(C)c2cccc(-c3ccc(CCC(=O)O)cc3)c2)cc1. RXN SMILES: [CH2:3]([CH2:4][CH2:5][CH3:6])[O:7][c:8]1[cH:9][cH:10][c:11]([NH:14][C:15]([N:16]([CH3:17])[c:18]2[cH:19][c:20](-[c:24]3[cH:25][cH:26][c:27]([CH2:30][CH2:31][C:32](=[O:33])[O:34][CH2:35][CH3:36])[cH:28][cH:29]3)[cH:21][cH:22][cH:23]2)=[O:37])[cH:12][cH:13]1.[CH3:38][OH:39].[Na+:2].[O:40]1[CH2:41][CH2:42][CH2:43][CH2:44]1.[OH-:1]>>[CH2:3]([CH2:4][CH2:5][CH3:6])[O:7][c:8]1[cH:9][cH:10][c:11]([NH:14][C:15]([N:16]([CH3:17])[c:18]2[cH:19][c:20](-[c:24]3[cH:25][cH:26][c:27]([CH2:30][CH2:31][C:32](=[O:33])[OH:34])[cH:28][cH:29]3)[cH:21][cH:22][cH:23]2)=[O:37])[cH:12][cH:13]1.